From a dataset of the Open Reaction Database (ORD), a public repository of structured organic reaction records. describe an organic reaction: reactants, conditions, products, and yield Reactants: FC(C1=CC(=NC=2N1C=NC2C#C)C2=CC=C(C=C2)C(F)(F)F)F (4-difluoromethyl-8-ethynyl-2-(4-trifluoromethyl-phenyl)-imidazo[1,5-a]pyrimidine), BrC=1C(=CC(=C(C1)S(=O)(=O)N)F)F (5-bromo-2,4-difluoro-benzenesulfonamide). The product is FC(C1=CC(=NC=2N1C=NC2C#CC=2C(=CC(=C(C2)S(=O)(=O)N)F)F)C2=CC=C(C=C2)C(F)(F)F)F (5-[4-Difluoromethyl-2-(4-trifluoromethyl-phenyl)-imidazo[1,5-a]pyrimidin-8-ylethynyl]-2,4-difluoro-benzenesulfonamide), solid. Isolated yield 64.0%. As a reaction SMILES: [F:1][CH:2]([F:24])[C:3]1[N:8]2[CH:9]=[N:10][C:11]([C:12]#[CH:13])=[C:7]2[N:6]=[C:5]([C:14]2[CH:19]=[CH:18][C:17]([C:20]([F:23])([F:22])[F:21])=[CH:16][CH:15]=2)[CH:4]=1.Br[C:26]1[C:27]([F:37])=[CH:28][C:29]([F:36])=[C:30]([S:32]([NH2:35])(=[O:34])=[O:33])[CH:31]=1>>[F:24][CH:2]([F:1])[C:3]1[N:8]2[CH:9]=[N:10][C:11]([C:12]#[C:13][C:26]3[C:27]([F:37])=[CH:28][C:29]([F:36])=[C:30]([S:32]([NH2:35])(=[O:33])=[O:34])[CH:31]=3)=[C:7]2[N:6]=[C:5]([C:14]2[CH:19]=[CH:18][C:17]([C:20]([F:23])([F:22])[F:21])=[CH:16][CH:15]=2)[CH:4]=1. Reported procedure: The title compound was prepared from 4-difluoromethyl-8-ethynyl-2-(4-trifluoromethyl-phenyl)-imidazo[1,5-a]pyrimidine (example C.31) (190 mg, 0.56 mmol) and commercially available 5-bromo-2,4-difluoro-benzenesulfonamide (153 mg, 0.56 mmol) according to general procedure II. Obtained as a brown solid (192 mg, 64%). MS (ISN) 527.1 [(M−H)−]; mp 149° C.